Dataset: the Open Reaction Database (ORD), a public repository of structured organic reaction records. Task: describe an organic reaction: reactants, conditions, products, and yield Starting materials: [C-]#N.[Na+] (sodium cyanide), CNCC1=CC=CC=C1 (Methylbenzylamine), C(C)(=O)O (acetic acid), O=C1CN(C1)C(=O)OC(C)(C)C (tert-butyl 3-oxoazetidine-1-carboxylate). Solvent: O (water), O (water), C(C)OCC (diethylether). Conditions: temperature 60 celsius, time 5 minute. The product is C(C1=CC=CC=C1)N(C1(CN(C1)C(=O)OC(C)(C)C)C#N)C (tert-butyl 3-[benzyl(methyl)amino]-3-cyanoazetidine-1-carboxylate). Reaction SMILES: [CH3:1][NH:2][CH2:3][C:4]1[CH:9]=[CH:8][CH:7]=[CH:6][CH:5]=1.C(O)(=O)C.O=[C:15]1[CH2:18][N:17]([C:19]([O:21][C:22]([CH3:25])([CH3:24])[CH3:23])=[O:20])[CH2:16]1.[C-:26]#[N:27].[Na+]>O.C(OCC)C>[CH2:3]([N:2]([CH3:1])[C:15]1([C:26]#[N:27])[CH2:18][N:17]([C:19]([O:21][C:22]([CH3:25])([CH3:24])[CH3:23])=[O:20])[CH2:16]1)[C:4]1[CH:9]=[CH:8][CH:7]=[CH:6][CH:5]=1 |f:3.4|. Reported procedure: Methylbenzylamine (1.42 ml, 11 mmol) and acetic acid (0.63 ml, 11 mmol) in 2 ml of water were added to a solution of tert-butyl 3-oxoazetidine-1-carboxylate (1.5 g, 8.77 mmol) in diethylether (1.5 ml). After five minutes, a solution of sodium cyanide (451 mg, 9.21 mmol) in 1 ml of water was added, and the mixture was heated at 60° C. for 15 hours. After cooling the reaction mixture was extracted with ethyl acetate (×2), washed with brine, dried over magnesium sulfate, filtered and concentrated u... The reactants are FC(C(=O)O)(F)F (Trifluoroacetic acid), OCCC=1C=C(CN2CCC3(CN(CC(O3)(C)C)C(=O)OC(C)(C)C)CC2)C=CC1 (tert-Butyl 9-(3-(2-hydroxyethyl)benzyl)-2,2-dimethyl-1-oxa-4,9-diazaspiro[5.5]undecane-4-carboxylate), C1(=CC=CC=C1)C (Toluene). The solvent is C(Cl)Cl (DCM). Conditions: temperature 20 celsius, time 30 minute. Product: CC1(OC2(CNC1)CCN(CC2)CC=2C=C(C=CC2)CCO)C (2-(3-((2,2-Dimethyl-1-oxa-4,9-diazaspiro[5.5]undecan-9-yl)methyl)phenyl)ethanol). As a reaction SMILES: FC(F)(F)C(O)=O.[OH:8][CH2:9][CH2:10][C:11]1[CH:12]=[C:13]([CH:35]=[CH:36][CH:37]=1)[CH2:14][N:15]1[CH2:34][CH2:33][C:18]2([O:23][C:22]([CH3:25])([CH3:24])[CH2:21][N:20](C(OC(C)(C)C)=O)[CH2:19]2)[CH2:17][CH2:16]1.C1(C)C=CC=CC=1>C(Cl)Cl>[CH3:24][C:22]1([CH3:25])[CH2:21][NH:20][CH2:19][C:18]2([CH2:33][CH2:34][N:15]([CH2:14][C:13]3[CH:12]=[C:11]([CH2:10][CH2:9][OH:8])[CH:37]=[CH:36][CH:35]=3)[CH2:16][CH2:17]2)[O:23]1. Procedure: Trifluoroacetic acid (5 mL) was added to a solution of tert-butyl 9-(3-(2-hydroxyethyl)benzyl)-2,2-dimethyl-1-oxa-4,9-diazaspiro[5.5]undecane-4-carboxylate (Example 271, step d) (0.78 g) in DCM (20 mL) and the reaction mixture allowed to stand for 30 minutes at 20° C. Toluene (40 mL) was added and the solvents evaporated under reduced pressure, the residue was azeotroped with acetonitrile (×2). The residue was dissolved in water (30 mL) and washed with ethyl acetate, the aqueous layer was basifi...